From a dataset of the Open Reaction Database (ORD), a public repository of structured organic reaction records. describe an organic reaction: reactants, conditions, products, and yield Reactants: S(O)(O)(=O)=O (sulfuric acid), NCC(=O)O (glycine), [OH-].[Na+] (sodium hydroxide), ClCC(C(=O)Cl)(C)C (chloropivaloyl chloride), [Cl-].[Na+] (sodium chloride). Run in CCOCC (ether). Run at time 1 hour. Product: ClCC(C(=O)NCC(=O)O)(C)C (3-Chloro-2,2-dimethylpropanoylglycine). The yield is 51.7%. RXN SMILES: [NH2:1][CH2:2][C:3]([OH:5])=[O:4].[OH-].[Na+].[Cl:8][CH2:9][C:10]([CH3:15])([CH3:14])[C:11](Cl)=[O:12].S(=O)(=O)(O)O.[Cl-].[Na+]>CCOCC>[Cl:8][CH2:9][C:10]([CH3:15])([CH3:14])[C:11]([NH:1][CH2:2][C:3]([OH:5])=[O:4])=[O:12] |f:1.2,5.6|. Procedure: By the method of M. Shimazaki, et al., Chem. Pharm. Bull., 30(9), 3139-3146 (1982), 2.27 g glycine in a solution of 31 mL of 2 M sodium hydroxide was stirred with commercially available chloropivaloyl chloride (4.65 g) in 5 mL ether. After one hour at 0° C., the reaction mixture was warmed to ambient temperature, acidified (pH 2) with sulfuric acid and saturated with sodium chloride. After extraction with 3×30 mL ethyl acetate, the extracts were dried (MgSO4) and evaporated in vacuo to give 3.0 ...